From a dataset of the Open Reaction Database (ORD), a public repository of structured organic reaction records. describe an organic reaction: reactants, conditions, products, and yield Reactants: amine, C(=O)(OCC1C2=CC=CC=C2C2=CC=CC=C12)ON1C(=O)CCC1=O (Fmoc-OSu), N[C@H](C(=O)O)CCCCCCl ((S)-2-amino-7-chloroheptanoic acid), C(=O)(OCC1C2=CC=CC=C2C2=CC=CC=C12)ON1C(=O)CCC1=O (Fmoc-OSu). Run in O1CCOCC1 (dioxane), heterogeneous mixture, O1CCOCC1 (dioxane), C(=O)(O)[O-].[Na+] (NaHCO3). Run at temperature 0 celsius, time 4 hour. Product: C1=CC=CC=2C3=CC=CC=C3C(C12)COC(=O)N[C@H](C(=O)O)CCCCCCl ((S)-2-(9-Fluorenylmethoxycarbonyl)amino-7-chloroheptanoic acid). Isolated yield 113.8%. As a reaction SMILES: [NH2:1][C@@H:2]([CH2:6][CH2:7][CH2:8][CH2:9][CH2:10][Cl:11])[C:3]([OH:5])=[O:4].[C:12](ON1C(=O)CCC1=O)([O:14][CH2:15][CH:16]1[C:28]2[C:23](=[CH:24][CH:25]=[CH:26][CH:27]=2)[C:22]2[C:17]1=[CH:18][CH:19]=[CH:20][CH:21]=2)=[O:13]>O1CCOCC1.C([O-])(O)=O.[Na+]>[CH:27]1[C:28]2[CH:16]([CH2:15][O:14][C:12]([NH:1][C@@H:2]([CH2:6][CH2:7][CH2:8][CH2:9][CH2:10][Cl:11])[C:3]([OH:5])=[O:4])=[O:13])[C:17]3[C:22](=[CH:21][CH:20]=[CH:19][CH:18]=3)[C:23]=2[CH:24]=[CH:25][CH:26]=1 |f:3.4|. Procedure: The amine, (S)-2-amino-7-chloroheptanoic acid (-)-pseudoephedrinyl amide (1.8 mmol, 0.59 g) (for reference, Myers, A. G. et al. J. Am. Chem. Soc. 1995, 117, 8488), was dissolved in 7.2 mL of a heterogeneous mixture (1:1 v/v) of dioxane and saturated aqueous NaHCO3. The mixture was degassed under reduced pressure, placed under nitrogen and chilled to 0° C. To the mixture was added Fmoc-OSu (2.2 mmol, 0.73 g) in four equivalent portions over 15 min. Another 1 mL of dioxane was added to improve sol... Reactants: C(C1=CC=CC=C1)OC1=CC(=C(C=O)C=C1)OC(C)C (4-benzyloxy-2-isopropoxy-benzaldehyde), enolate, C(C)OCC(=O)OCC (ethyl ethoxyacetate). The product is C(C)OC(C(C(O)C1=C(C=C(C=C1)OCC1=CC=CC=C1)OC(C)C)OCC)=O ([rac]-3-(4-benzyloxy-2-isopropoxy-phenyl)-2-ethoxy-3-hydroxy-propionic acid ethyl ester). RXN SMILES: [CH2:1]([O:8][C:9]1[CH:16]=[CH:15][C:12]([CH:13]=[O:14])=[C:11]([O:17][CH:18]([CH3:20])[CH3:19])[CH:10]=1)[C:2]1[CH:7]=[CH:6][CH:5]=[CH:4][CH:3]=1.[CH2:21]([O:23][CH2:24][C:25]([O:27][CH2:28][CH3:29])=[O:26])[CH3:22]>>[CH2:28]([O:27][C:25](=[O:26])[CH:24]([O:23][CH2:21][CH3:22])[CH:13]([C:12]1[CH:15]=[CH:16][C:9]([O:8][CH2:1][C:2]2[CH:3]=[CH:4][CH:5]=[CH:6][CH:7]=2)=[CH:10][C:11]=1[O:17][CH:18]([CH3:20])[CH3:19])[OH:14])[CH3:29]. Reported procedure: In analogy to the procedure described in example 47 a], 4-benzyloxy-2-isopropoxy-benzaldehyde [Chemical & Pharmaceutical Bulletin (1998), 46(2), 222-230] was reacted with the enolate of ethyl ethoxyacetate, to yield [rac]-3-(4-benzyloxy-2-isopropoxy-phenyl)-2-ethoxy-3-hydroxy-propionic acid ethyl ester as a mixture of diastereomers in form of a light yellow oil. The reactants are ClC1=C(C=O)C=CC=C1Cl (2,3-dichlorobenzaldehyde), [BH4-].[Na+] (NaBH4). The solvent is alcohol. Run at time 1.5 hour. Yields the product ClC1=C(CO)C=CC=C1Cl (2,3-dichlorobenzyl alcohol). As a reaction SMILES: [Cl:1][C:2]1[C:9]([Cl:10])=[CH:8][CH:7]=[CH:6][C:3]=1[CH:4]=[O:5].[BH4-].[Na+]>>[Cl:1][C:2]1[C:9]([Cl:10])=[CH:8][CH:7]=[CH:6][C:3]=1[CH2:4][OH:5] |f:1.2|. Procedure: To a solution of 2,3-dichlorobenzaldehyde (Aldrich, 50 gms) in alcohol (800 mL) at room temperature was added NaBH4 (8.54 gms) and the resulting mixture stirred for 1.5 hours. The reaction was quenched with water and the solvent evaporated in vacuo before partitioning the residue between CHCl3 and saturated NaHCO3 solution. The organic phase was washed with brine, dried over MgSO4, filtered and the solvent evaporated in vacuo to leave a white solid, 48.38 gms, mp. 87°-87.5° C. Starting materials: C(C)C=1C=CC(=NC1)CCO (2-(5-ethyl-pyridin-2-yl)-ethanol), OO (hydrogen peroxide). Run in C(C)(=O)O (acetic acid), C(C)(=O)O (acetic acid). Reaction conditions: temperature 100 celsius. Product: CCC1=C[N+](=C(C=C1)CCO)[O-] (2-(5-Ethyl-1-oxy-pyridin-2-yl)-ethanol). The yield is 81.8%. RXN SMILES: [CH2:1]([C:3]1[CH:4]=[CH:5][C:6]([CH2:9][CH2:10][OH:11])=[N:7][CH:8]=1)[CH3:2].[OH:12]O>C(O)(=O)C>[CH3:2][CH2:1][C:3]1[CH:4]=[CH:5][C:6]([CH2:9][CH2:10][OH:11])=[N+:7]([O-:12])[CH:8]=1. Procedure: To a solution of 100 g (0.655 mol) 2-(5-ethyl-pyridin-2-yl)-ethanol in 500 mL acetic acid was added 118 g (1.049 mol) 30% hydrogen peroxide at 25-30° C. Reaction mixture was refluxed at 100° C. (tlc) for 14 hr. After completion of the reaction acetic acid was removed under vacuum, and the residual mass was poured in excess water and made alkaline by 10% Na2CO3 solution. Product was extracted with ethyl acetate and after concentrating ethyl acetate in vacuo, 89.58 g (81%) crystalline product was ... Reactants: CN1CCN(CCCO)CC1, COc1cc(F)ccc1[N+](=O)[O-], [H-], [Na+], CN(C)C=O. The product is COc1cc(OCCCN2CCN(C)CC2)ccc1[N+](=O)[O-]. As a reaction SMILES: [CH3:13][N:14]1[CH2:15][CH2:16][N:17]([CH2:20][CH2:21][CH2:22][OH:23])[CH2:18][CH2:19]1.[F:1][c:2]1[cH:3][c:4]([O:11][CH3:12])[c:5]([N+:8](=[O:9])[O-:10])[cH:6][cH:7]1.[H-:24].[Na+:25].[O:26]=[CH:27][N:28]([CH3:29])[CH3:30]>>[c:2]1([O:23][CH2:22][CH2:21][CH2:20][N:17]2[CH2:16][CH2:15][N:14]([CH3:13])[CH2:19][CH2:18]2)[cH:3][c:4]([O:11][CH3:12])[c:5]([N+:8](=[O:9])[O-:10])[cH:6][cH:7]1. Starting materials: O (water), C(#N)C1=CC=C(CBr)C=C1 (4-cyanobenzyl bromide), C(=O)([O-])[O-].[K+].[K+] (K2CO3), N1C(NCC1)=O (2-imidazolidinone). Solvent: CS(=O)C (dimethylsulfoxide). Conditions: time 30 minute. Product: C(#N)C1=CC=C(CN2C(NCC2)=O)C=C1 (1-(4-Cyanobenzyl)-2-imidazolidinone). The yield is 20.2%. Reaction SMILES: [C:1]([C:3]1[CH:10]=[CH:9][C:6]([CH2:7]Br)=[CH:5][CH:4]=1)#[N:2].C([O-])([O-])=O.[K+].[K+].[NH:17]1[CH2:21][CH2:20][NH:19][C:18]1=[O:22].O>CS(C)=O>[C:1]([C:3]1[CH:10]=[CH:9][C:6]([CH2:7][N:17]2[CH2:21][CH2:20][NH:19][C:18]2=[O:22])=[CH:5][CH:4]=1)#[N:2] |f:1.2.3|. Reported procedure: A mixture of 20.95 g (0.107 mole) of 4-cyanobenzyl bromide, 14.7 g (0.107 mole) K2CO3, 5.0 g KI, and 10.32 g (0.12 mole) 2-imidazolidinone in 125 ml dimethylsulfoxide was stirred at 100°-110° for 30 minutes, cooled, and poured into 400 ml cold tap water. The mixture was stirred at room temperature for 30 minutes and extracted with 250 ml chloroform. The chloroform extract was washed with 3 × 250 ml H2O, dried (MgSO4), and concentrated to dryness in vacuo to give an oily residue. Crystallization ... The reactants are CC=1N(C=CC1C(=O)OCC)S(=O)(=O)C1=CC=CC=C1 (ethyl 2-methyl-1-(phenylsulfonyl)-1H-pyrrole-3-carboxylate), C1(=CC=CC=C1)C.[H-].C(C(C)C)[Al+]CC(C)C (diisobutylaluminum hydride toluene). The product is CC=1N(C=CC1CO)S(=O)(=O)C1=CC=CC=C1 ([2-methyl-1-(phenylsulfonyl)-1H-pyrrol-3-yl]methanol), crystals. The yield is 96.0%. Reaction SMILES: [CH3:1][C:2]1[N:3]([S:12]([C:15]2[CH:20]=[CH:19][CH:18]=[CH:17][CH:16]=2)(=[O:14])=[O:13])[CH:4]=[CH:5][C:6]=1[C:7](OCC)=[O:8].C1(C)C=CC=CC=1.[H-].C([Al+]CC(C)C)C(C)C>>[CH3:1][C:2]1[N:3]([S:12]([C:15]2[CH:20]=[CH:19][CH:18]=[CH:17][CH:16]=2)(=[O:13])=[O:14])[CH:4]=[CH:5][C:6]=1[CH2:7][OH:8] |f:1.2.3|. Reported procedure: By a similar operation as in Reference Example 13 and using ethyl 2-methyl-1-(phenylsulfonyl)-1H-pyrrole-3-carboxylate (8.05 g) and 1.5 mol/L diisobutylaluminum hydride toluene solution (55 mL), the title compound was obtained as white crystals (yield 6.61 g, 96%). Reactants: O=C1CCC(=O)N1Br, O=C(OOC(=O)c1ccccc1)c1ccccc1, ClC(Cl)(Cl)Cl, Cc1ccc2c(Cl)cnnc2c1. The product is Clc1cnnc2cc(CBr)ccc12. As a reaction SMILES: [Br:13][N:14]1[C:15](=[O:16])[CH2:17][CH2:18][C:19]1=[O:20].[C:21]([O:22][O:23][C:24](=[O:25])[c:26]1[cH:27][cH:28][cH:29][cH:30][cH:31]1)(=[O:32])[c:33]1[cH:34][cH:35][cH:36][cH:37][cH:38]1.[C:39]([Cl:40])([Cl:41])([Cl:42])[Cl:43].[Cl:1][c:2]1[cH:3][n:4][n:5][c:6]2[cH:7][c:8]([CH3:12])[cH:9][cH:10][c:11]12>>[Cl:1][c:2]1[cH:3][n:4][n:5][c:6]2[cH:7][c:8]([CH2:12][Br:13])[cH:9][cH:10][c:11]12. As a reaction SMILES: [CH3:1][N:2]([c:3]1[o:4][c:5]2[c:6]([n:7]1)[cH:8][c:9]([N+:12]([O-:13])=[O:14])[cH:10][cH:11]2)[CH:15]1[CH2:16][CH2:17][N:18]([CH3:21])[CH2:19][CH2:20]1.[CH3:22][C:23](=[O:24])[OH:25].[Fe:26]>>[CH3:1][N:2]([c:3]1[o:4][c:5]2[c:6]([n:7]1)[cH:8][c:9]([NH2:12])[cH:10][cH:11]2)[CH:15]1[CH2:16][CH2:17][N:18]([CH3:21])[CH2:19][CH2:20]1. Product: CN1CCC(N(C)c2nc3cc(N)ccc3o2)CC1. Reactants: CN1CCC(N(C)c2nc3cc([N+](=O)[O-])ccc3o2)CC1, CC(=O)O, [Fe].